This data is from the Open Reaction Database (ORD), a public repository of structured organic reaction records. The task is: describe an organic reaction: reactants, conditions, products, and yield Starting materials: O=C(Cl)C(=O)Cl, ClCCl, CSc1ncc2cc(C(=O)O)n(-c3ccc(F)cc3)c2n1, CN(C)C=O. The product is CSc1ncc2cc(C(=O)Cl)n(-c3ccc(F)cc3)c2n1. Reaction SMILES: [Cl:27][C:28]([C:29]([Cl:30])=[O:31])=[O:32].[Cl:33][CH2:34][Cl:35].[F:1][c:2]1[cH:3][cH:4][c:5](-[n:8]2[c:9]([C:19](=[O:20])[OH:21])[cH:10][c:11]3[c:12]2[n:13][c:14]([S:17][CH3:18])[n:15][cH:16]3)[cH:6][cH:7]1.[O:22]=[CH:23][N:24]([CH3:25])[CH3:26]>>[F:1][c:2]1[cH:3][cH:4][c:5](-[n:8]2[c:9]([C:19](=[O:21])[Cl:27])[cH:10][c:11]3[c:12]2[n:13][c:14]([S:17][CH3:18])[n:15][cH:16]3)[cH:6][cH:7]1. Reactants: O=C1CCC(=O)N1Br, Cc1ccccc1, Cc1cc(C)cc(O)c1. Product: Cc1cc(C)c(Br)c(O)c1. Reaction SMILES: [Br:1][N:2]1[C:3](=[O:4])[CH2:5][CH2:6][C:7]1=[O:8].[CH3:18][c:19]1[cH:20][cH:21][cH:22][cH:23][cH:24]1.[CH3:9][c:10]1[cH:11][c:12]([CH3:13])[cH:14][c:15]([OH:16])[cH:17]1>>[Br:1][c:14]1[c:12]([CH3:13])[cH:11][c:10]([CH3:9])[cH:17][c:15]1[OH:16]. The yield is 33.3%. As a reaction SMILES: Br[C:2]1[CH:10]=[CH:9][C:5]2[CH:6]=[CH:7][O:8][C:4]=2[CH:3]=1.[CH3:11][NH2:12].CC([O-])=O.[K+]>CN(C=O)C.[OH-].[NH4+].[Cu]I>[CH3:11][NH:12][C:2]1[CH:10]=[CH:9][C:5]2[CH:6]=[CH:7][O:8][C:4]=2[CH:3]=1 |f:2.3,5.6|. Reagents/catalysts: [Cu]I (CuI). Run in CN(C)C=O (DMF), [OH-].[NH4+] (ammonium hydroxide). Run at temperature 100 celsius, time 8 hour. Reported procedure: A mixture of 6-bromo-1-benzofuran (1.0 g, 5.1 mmol), methylamine (2N, 25 mL, 50 mmol), CuI (1.16 g, 6.1 mmol) and KOAc (1.25 g, 12.7 mmol) in DMF (10 mL) was stirred overnight at 100° C. under nitrogen in a sealed tube. The mixture was cooled to r.t., diluted with aqueous ammonium hydroxide, and extracted with EtOAc. The organic layer was concentrated, and the residue was purified by silica gel chromatography to give 250 mg (33%) of the title compound as a yellow oil. [M+H] Calc'd for C9H9NO, 14... Yields the product CNC1=CC2=C(C=CO2)C=C1 (N-methyl-1-benzo furan-6-amine). Reactants: BrC1=CC2=C(C=CO2)C=C1 (6-bromo-1-benzofuran), CN (methylamine), CC(=O)[O-].[K+] (KOAc).